Dataset: the Open Reaction Database (ORD), a public repository of structured organic reaction records. Task: describe an organic reaction: reactants, conditions, products, and yield The reactants are C(C1=CC=CC=C1)OC1=CC(N(C=C1)C1=CC=C(C#N)C=C1)=O (4-[4-(benzyloxy)-2-oxopyridin-1(2H)-yl]benzonitrile), BrN1C(CCC1=O)=O (N-bromosuccinimide). Run in C(C)#N (acetonitrile). Reaction conditions: time 45 minute. The product is C(C1=CC=CC=C1)OC1=C(C(N(C=C1)C1=CC=C(C#N)C=C1)=O)Br (4-[4-(benzyloxy)-3-bromo-2-oxopyridin-1(2H)-yl]benzonitrile). The yield is 89.9%. RXN SMILES: [CH2:1]([O:8][C:9]1[CH:14]=[CH:13][N:12]([C:15]2[CH:22]=[CH:21][C:18]([C:19]#[N:20])=[CH:17][CH:16]=2)[C:11](=[O:23])[CH:10]=1)[C:2]1[CH:7]=[CH:6][CH:5]=[CH:4][CH:3]=1.[Br:24]N1C(=O)CCC1=O>C(#N)C>[CH2:1]([O:8][C:9]1[CH:14]=[CH:13][N:12]([C:15]2[CH:16]=[CH:17][C:18]([C:19]#[N:20])=[CH:21][CH:22]=2)[C:11](=[O:23])[C:10]=1[Br:24])[C:2]1[CH:7]=[CH:6][CH:5]=[CH:4][CH:3]=1. Reported procedure: 4-[4-(benzyloxy)-2-oxopyridin-1(2H)-yl]benzonitrile (Step 1) (2.76 g, 9.13 mmol) was suspended in acetonitrile (50 mL) and cooled in an ice-bath. N-bromosuccinimide (1.71 g, 9.54 mmol) was added. Once the addition was complete the cooling bath was removed. After stirring for 45 minutes the reaction was diluted with acetonitrile and solids were collected by filtration to give a white solid (3.13 g, 90%). 1H NMR (300 MHz, DMSO-d6) δ 8.00 (d, J=8.5 Hz, 2H), 7.84 (d, J=7.9 Hz, 1H), 7.66 (d, J=8.5, 2... Starting materials: OC1=CC(CC1C1=CC=CC=C1)=O (3-hydroxy-4-phenyl-cyclopent-2-enone), N1C(=NC=C1)C=O (1H-imidazole-2-carbaldehyde), N1C=C(C2=CC=CC=C12)CCNC(C)=O (N-[2-(1H-indol-3-yl)-ethyl]-acetamide). Product: OC1=C(C(CC1C1=CC=CC=C1)=O)C(C=1NC2=CC=CC=C2C1CCNC(C)=O)C=1NC=CN1 (N-(2-{2-[(2-Hydroxy-5-oxo-3-phenyl-cydopent-1-enyl)-(1H-imidazol-2-yl)-methyl]-1H-indol-3-yl}-ethyl)-acetamide). RXN SMILES: [OH:1][C:2]1[CH:6]([C:7]2[CH:12]=[CH:11][CH:10]=[CH:9][CH:8]=2)[CH2:5][C:4](=[O:13])[CH:3]=1.[NH:14]1[CH:18]=[CH:17][N:16]=[C:15]1[CH:19]=O.[NH:21]1[C:29]2[C:24](=[CH:25][CH:26]=[CH:27][CH:28]=2)[C:23]([CH2:30][CH2:31][NH:32][C:33](=[O:35])[CH3:34])=[CH:22]1>>[OH:1][C:2]1[CH:6]([C:7]2[CH:12]=[CH:11][CH:10]=[CH:9][CH:8]=2)[CH2:5][C:4](=[O:13])[C:3]=1[CH:19]([C:15]1[NH:14][CH:18]=[CH:17][N:16]=1)[C:22]1[NH:21][C:29]2[C:24]([C:23]=1[CH2:30][CH2:31][NH:32][C:33](=[O:35])[CH3:34])=[CH:25][CH:26]=[CH:27][CH:28]=2. Procedure details: Using general procedure C, 3-hydroxy-4-phenyl-cyclopent-2-enone (Lit. 17) was reacted with 1H-imidazole-2-carbaldehyde and N-[2-(1H-indol-3-yl)-ethyl]-acetamide to give the title compound as pale brown solid. MS: 455.0 ([M+H]+). Starting materials: C(=O)O (formic acid), CCCCCCC (heptane). Yields the product C(CCCCCCCCCC=CCC)=O (11-tetradecenal). Isolated yield 67.0%. RXN SMILES: [CH:1]([OH:3])=O.[CH3:4][CH2:5][CH2:6][CH2:7][CH2:8][CH2:9][CH3:10]>>[CH:1](=[O:3])[CH2:4][CH2:5][CH2:6][CH2:7][CH2:8][CH2:9][CH2:10][CH2:4][CH2:5][CH:6]=[CH:7][CH2:8][CH3:9]. Reported procedure: The Grignard solution is then added to a mixture of 1-penten-3-yl isobutyrate ester (84 g, 0.538 mol) and LiCuBr2 reagent (1 M/THF, 63 mL) at a rate that maintains the reaction temperature between 25-30° C., with cooling as necessary. The mixture is stirred for 15 minutes then quenched with aqueous citric acid solution (1 L). The layers are separated and the organic portion is washed with water (2×) and dilute sodium hydroxide solution (until pH basic). The crude organic portion is then stripped... The reactants are Cc1ccc(F)cc1N1CC(C)(C)N(CC(NC(=O)OC(C)(C)C)C2CC(C)C(=O)O2)CC1=O, NC1CCCCC1, O, Oc1ccccn1. The product is Cc1ccc(F)cc1N1CC(C)(C)N(CC(NC(=O)OC(C)(C)C)C(O)CC(C)C(=O)NC2CCCCC2)CC1=O. As a reaction SMILES: [C:8]([CH3:9])([CH3:10])([CH3:11])[O:12][C:13]([NH:14][CH:15]([CH2:16][N:17]1[C:18]([CH3:32])([CH3:33])[CH2:19][N:20]([c:24]2[c:25]([CH3:31])[cH:26][cH:27][c:28]([F:30])[cH:29]2)[C:21](=[O:23])[CH2:22]1)[CH:34]1[O:35][C:36](=[O:40])[CH:37]([CH3:39])[CH2:38]1)=[O:41].[NH2:43][CH:44]1[CH2:45][CH2:46][CH2:47][CH2:48][CH2:49]1.[OH2:42].[OH:1][c:2]1[cH:3][cH:4][cH:5][cH:6][n:7]1>>[C:8]([CH3:9])([CH3:10])([CH3:11])[O:12][C:13]([NH:14][CH:15]([CH2:16][N:17]1[C:18]([CH3:32])([CH3:33])[CH2:19][N:20]([c:24]2[c:25]([CH3:31])[cH:26][cH:27][c:28]([F:30])[cH:29]2)[C:21](=[O:23])[CH2:22]1)[CH:34]([OH:35])[CH2:38][CH:37]([C:36](=[O:40])[NH:43][CH:44]1[CH2:45][CH2:46][CH2:47][CH2:48][CH2:49]1)[CH3:39])=[O:41]. Starting materials: CC(C)(C)O, CC1CC(C#N)(c2cc(F)cc(Sc3ccc(-c4ccnn4C)cc3)c2)CCO1, [K+], [OH-], O. Product: CC1CC(C(N)=O)(c2cc(F)cc(Sc3ccc(-c4ccnn4C)cc3)c2)CCO1. Reaction SMILES: [C:32]([OH:33])([CH3:34])([CH3:35])[CH3:36].[F:1][c:2]1[cH:3][c:4]([C:21]2([C:28]#[N:29])[CH2:22][CH:23]([CH3:27])[O:24][CH2:25][CH2:26]2)[cH:5][c:6]([S:8][c:9]2[cH:10][cH:11][c:12](-[c:15]3[cH:16][cH:17][n:18][n:19]3[CH3:20])[cH:13][cH:14]2)[cH:7]1.[K+:31].[OH-:30].[OH2:37]>>[F:1][c:2]1[cH:3][c:4]([C:21]2([C:28]([NH2:29])=[O:30])[CH2:22][CH:23]([CH3:27])[O:24][CH2:25][CH2:26]2)[cH:5][c:6]([S:8][c:9]2[cH:10][cH:11][c:12](-[c:15]3[cH:16][cH:17][n:18][n:19]3[CH3:20])[cH:13][cH:14]2)[cH:7]1. Reactants: CN(C)C(=O)c1c(CN)c(=O)c2ccc(Cl)cc2n1-c1ccccc1, O=C(O)c1ccc2c(c1)OCCO2. Yields the product CN(C)C(=O)c1c(CNC(=O)c2ccc3c(c2)OCCO3)c(=O)c2ccc(Cl)cc2n1-c1ccccc1. RXN SMILES: [NH2:1][CH2:2][c:3]1[c:4]([C:21](=[O:22])[N:23]([CH3:24])[CH3:25])[n:5](-[c:15]2[cH:16][cH:17][cH:18][cH:19][cH:20]2)[c:6]2[cH:7][c:8]([Cl:14])[cH:9][cH:10][c:11]2[c:12]1=[O:13].[O:26]1[CH2:27][CH2:28][O:29][c:30]2[c:31]1[cH:32][cH:33][c:34]([C:36](=[O:37])[OH:38])[cH:35]2>>[NH:1]([CH2:2][c:3]1[c:4]([C:21](=[O:22])[N:23]([CH3:24])[CH3:25])[n:5](-[c:15]2[cH:16][cH:17][cH:18][cH:19][cH:20]2)[c:6]2[cH:7][c:8]([Cl:14])[cH:9][cH:10][c:11]2[c:12]1=[O:13])[C:36]([c:34]1[cH:33][cH:32][c:31]2[c:30]([cH:35]1)[O:29][CH2:28][CH2:27][O:26]2)=[O:37]. The reactants are C(C1=CC=CC=C1)N (benzylamine), OCCCNC=1C=2N(C3=CC=C(C=C3N1)C(F)(F)F)C(=CN2)C=O (4-[(3-hydroxypropyl)amino]-7-(trifluoromethyl)imidazo[1,2-a]quinoxaline-1-carbaldehyde), [BH4-].[Na+] (NaBH4). Run in CO (methanol). Run at temperature 30 celsius, time 17 hour. The product is C(C1=CC=CC=C1)NCC1=CN=C2N1C1=CC=C(C=C1N=C2NCCCO)C(F)(F)F (3-({1-[(benzylamino)methyl]-7-(trifluoromethyl)imidazo[1,2-a]quinoxalin-4-yl}amino)propan-1-ol). As a reaction SMILES: [CH2:1]([NH2:8])[C:2]1[CH:7]=[CH:6][CH:5]=[CH:4][CH:3]=1.[OH:9][CH2:10][CH2:11][CH2:12][NH:13][C:14]1[C:15]2[N:16]([C:28]([CH:31]=O)=[CH:29][N:30]=2)[C:17]2[C:22]([N:23]=1)=[CH:21][C:20]([C:24]([F:27])([F:26])[F:25])=[CH:19][CH:18]=2.[BH4-].[Na+]>CO>[CH2:1]([NH:8][CH2:31][C:28]1[N:16]2[C:17]3[C:22]([N:23]=[C:14]([NH:13][CH2:12][CH2:11][CH2:10][OH:9])[C:15]2=[N:30][CH:29]=1)=[CH:21][C:20]([C:24]([F:26])([F:27])[F:25])=[CH:19][CH:18]=3)[C:2]1[CH:7]=[CH:6][CH:5]=[CH:4][CH:3]=1 |f:2.3|. Reported procedure: To a solution of the benzylamine (13 μL, 0.12 mmol) in methanol (400 μL) was added 4-[(3-hydroxypropyl)amino]-7-(trifluoromethyl)imidazo[1,2-a]quinoxaline-1-carbaldehyde (35 mg, 0.10 mmol). The reaction mixture was stirred at 30° C. for 17 h. After addition of NaBH4 (5 mg, 0.12 mmol), the mixture was stirred at 30° C. for 5 h. Then it was concentrated, diluted in ethyl acetate, washed with an aqueous saturated solution of ammonium chloride and extracted with ethyl acetate. The combined organic p... Starting materials: [N+](=O)(O)[O-] (nitric acid), C1(=CC=CC=C1)O (Phenol), ortho- and para-nitrophenol. Run in C1=CC=CC=C1 (benzene). Yields the product [N+](=O)([O-])C1=CC=C(C=C1)O (para-nitrophenol). Reaction SMILES: [C:1]1([OH:7])[CH:6]=[CH:5][CH:4]=[CH:3][CH:2]=1.[N+:8]([O-])([OH:10])=[O:9]>C1C=CC=CC=1>[N+:8]([C:4]1[CH:5]=[CH:6][C:1]([OH:7])=[CH:2][CH:3]=1)([O-:10])=[O:9]. Procedure details: Phenol dissolved in benzene is nitrated continuously by means of 58% nitric acid and the organic layer containing the mixture of ortho- and para-nitrophenol is separated from the residual nitric acid by decantation. The acid organic layer is successively neutralised by means of an aqueous solution of sodium sulphite, distilled until the benzene is removed and treated with steam in order to remove ortho-nitrophenol by steam distillation. An aqueous distillation residue of para-nitrophenol is thus... Reaction SMILES: [Br:1][c:2]1[c:3](-[n:11]2[cH:12][c:13]([C:21]#[N:22])[c:14]3[cH:15][cH:16][c:17]([CH3:20])[n:18][c:19]23)[cH:4][cH:5][c:6]([CH:8]([CH3:9])[CH3:10])[cH:7]1.[CH3:34][OH:35].[CH:39]([Cl:40])([Cl:41])[Cl:42].[Cl:36][CH2:37][Cl:38].[OH:23][O:24][C:25]([c:26]1[cH:27][c:28]([Cl:29])[cH:30][cH:31][cH:32]1)=[O:33]>>[Br:1][c:2]1[c:3](-[n:11]2[cH:12][c:13]([C:21]#[N:22])[c:14]3[cH:15][cH:16][c:17]([CH3:20])[n+:18]([O-:23])[c:19]23)[cH:4][cH:5][c:6]([CH:8]([CH3:9])[CH3:10])[cH:7]1. Reactants: Cc1ccc2c(C#N)cn(-c3ccc(C(C)C)cc3Br)c2n1, CO, ClC(Cl)Cl, ClCCl, O=C(OO)c1cccc(Cl)c1. Product: Cc1ccc2c(C#N)cn(-c3ccc(C(C)C)cc3Br)c2[n+]1[O-]. The reactants are C(=O)(O)C=1C=C(C=CC1)C/1=C(CC\C1=C/C=C/1\C(C=2C(N(C=C(C2)Cl)CCCCS(=O)(=O)[O-])=N1)(C)C)/C=C/C1=[N+](C2=CC=C(C=C2C1(C)C)S(=O)(=O)[O-])CCCCS(=O)(=O)[O-].[Na+].[Na+] (Sodium 2-((E)-2-((E)-2-(3-carboxyphenyl)-3-((E)-2-(5-chloro-3,3-dimethyl-7-(4-sulfonatobutyl)-3,7-dihydro-2H-pyrrolo[2,3-b]pyridin-2-ylidene)ethylidene)cyclopent-1-enyl)vinyl)-3,3-dimethyl-1-(4-sulfonatobutyl)-3H-indolium-5-sulfonate), B(O)(O)C=1C=C(C=CC1)CCCC(=O)O (4-(3-boronophenyl)butanoic acid). Product: C(=O)(O)CCCC=1C=C(C=CC1)C/1=C(CC\C1=C/C=C/1\C(C=2C(N(C=C(C2)Cl)CCCCS(=O)(=O)[O-])=N1)(C)C)/C=C/C1=[N+](C2=CC=C(C=C2C1(C)C)S(=O)(=O)[O-])CCCCS(=O)(=O)[O-].[Na+].[Na+] (sodium 2-((E)-2-((E)-2-(3-(3-carboxypropyl)phenyl)-3-((E)-2-(5-chloro-3,3-dimethyl-7-(4-sulfonatobutyl)-3,7-dihydro-2H-pyrrolo[2,3-b]pyridin-2-ylidene)ethylidene)cyclopent-1-enyl)vinyl)-3,3-dimethyl-1-(4-sulfonatobutyl)-3H-indolium-5-sulfonate). As a reaction SMILES: C(C1C=C([C:10]2=[C:11]([CH:37]=[CH:38][C:39]3[C:47]([CH3:49])([CH3:48])[C:46]4[C:41](=[CH:42][CH:43]=[C:44]([S:50]([O-:53])(=[O:52])=[O:51])[CH:45]=4)[N+:40]=3[CH2:54][CH2:55][CH2:56][CH2:57][S:58]([O-:61])(=[O:60])=[O:59])[CH2:12][CH2:13]/[C:14]/2=[CH:15]\[CH:16]=[C:17]2/[C:18]([CH3:36])([CH3:35])[C:19]3[C:20](=[N:34]/2)[N:21]([CH2:26][CH2:27][CH2:28][CH2:29][S:30]([O-:33])(=[O:32])=[O:31])[CH:22]=[C:23]([Cl:25])[CH:24]=3)C=CC=1)(O)=O.[Na+:62].[Na+].B([C:67]1[CH:68]=[C:69]([CH2:73][CH2:74][CH2:75][C:76]([OH:78])=[O:77])[CH:70]=[CH:71][CH:72]=1)(O)O>>[C:76]([CH2:75][CH2:74][CH2:73][C:69]1[CH:68]=[C:67]([C:10]2=[C:11]([CH:37]=[CH:38][C:39]3[C:47]([CH3:49])([CH3:48])[C:46]4[C:41](=[CH:42][CH:43]=[C:44]([S:50]([O-:53])(=[O:52])=[O:51])[CH:45]=4)[N+:40]=3[CH2:54][CH2:55][CH2:56][CH2:57][S:58]([O-:61])(=[O:60])=[O:59])[CH2:12][CH2:13]/[C:14]/2=[CH:15]\[CH:16]=[C:17]2/[C:18]([CH3:35])([CH3:36])[C:19]3[C:20](=[N:34]/2)[N:21]([CH2:26][CH2:27][CH2:28][CH2:29][S:30]([O-:33])(=[O:32])=[O:31])[CH:22]=[C:23]([Cl:25])[CH:24]=3)[CH:72]=[CH:71][CH:70]=1)([OH:78])=[O:77].[Na+:62].[Na+:62] |f:0.1.2,4.5.6|. Procedure: Compound 41 is prepared analogously to compound 40 (Example 51), except with 4-(3-boronophenyl)butanoic acid as a starting material.